This data is from the Open Reaction Database (ORD), a public repository of structured organic reaction records. The task is: describe an organic reaction: reactants, conditions, products, and yield Starting materials: CCO, [Na+], [OH-], O, OCCc1ccc(O)cc1, OCc1ccc(Cl)cc1Cl, O=S(=O)(O)O. Yields the product OCCc1ccc(OCc2ccc(Cl)cc2Cl)cc1. As a reaction SMILES: [CH3:28][CH2:29][OH:30].[Na+:2].[OH-:1].[OH2:31].[OH:13][c:14]1[cH:15][cH:16][c:17]([CH2:18][CH2:19][OH:20])[cH:21][cH:22]1.[OH:3][CH2:4][c:5]1[cH:6][cH:7][c:8]([Cl:9])[cH:10][c:11]1[Cl:12].[S:23](=[O:24])(=[O:25])([OH:26])[OH:27]>>[O:3]([CH2:4][c:5]1[cH:6][cH:7][c:8]([Cl:9])[cH:10][c:11]1[Cl:12])[c:14]1[cH:15][cH:16][c:17]([CH2:18][CH2:19][OH:20])[cH:21][cH:22]1. Reactants: ClC1=CC=CC=2N1C=CN2 (5-chloroimidazo[1,2-a]pyridine), O (water), [H-].[Na+] (sodium hydride), oil, C(C1=CC=CC=C1)CS(=O)(=O)NCCO (2-(N-benzylmethylsulfonylamino)-1-ethanol). Solvent: CN(C=O)C (dimethylformamide). Yields the product C(C1=CC=CC=C1)CS(=O)(=O)NCCOC1=CC=CC=2N1C=CN2 (5-[2-(N-benzylmethylsulfonylamino)ethyloxy]imidazo[1,2-a]pyridine). Yield: 39.4%. As a reaction SMILES: [H-].[Na+].[CH2:3]([CH2:10][S:11]([NH:14][CH2:15][CH2:16][OH:17])(=[O:13])=[O:12])[C:4]1[CH:9]=[CH:8][CH:7]=[CH:6][CH:5]=1.Cl[C:19]1[N:24]2[CH:25]=[CH:26][N:27]=[C:23]2[CH:22]=[CH:21][CH:20]=1.O>CN(C)C=O>[CH2:3]([CH2:10][S:11]([NH:14][CH2:15][CH2:16][O:17][C:19]1[N:24]2[CH:25]=[CH:26][N:27]=[C:23]2[CH:22]=[CH:21][CH:20]=1)(=[O:13])=[O:12])[C:4]1[CH:5]=[CH:6][CH:7]=[CH:8][CH:9]=1 |f:0.1|. Procedure: To a suspension of 60% sodium hydride in oil (0.20 g, 5 mmoles) in dimethylformamide (20 ml) was added 2-(N-benzylmethylsulfonylamino)-1-ethanol (1.14 g, 5 mmoles) with stirring under ice-cooling and the mixture was stirred at room temperature for 30 minutes. To this reaction mixture was added 5-chloroimidazo[1,2-a]pyridine (0.763 g, 5 mmoles) with stirring under ice-cooling, followed by stirring at 80° C. for 16 hours. After cooling, water was added to the reaction mixture, which was extracted ... Reactants: CCc1ccc(C=O)cc1-c1ccc(OC)cc1, CC(N)c1ccccc1. The product is CCc1ccc(CNC(C)c2ccccc2)cc1-c1ccc(OC)cc1. As a reaction SMILES: [CH2:1]([CH3:2])[c:3]1[c:4](-[c:11]2[cH:12][cH:13][c:14]([O:17][CH3:18])[cH:15][cH:16]2)[cH:5][c:6]([CH:7]=[O:8])[cH:9][cH:10]1.[CH3:19][CH:20]([c:21]1[cH:22][cH:23][cH:24][cH:25][cH:26]1)[NH2:27]>>[CH2:1]([CH3:2])[c:3]1[c:4](-[c:11]2[cH:12][cH:13][c:14]([O:17][CH3:18])[cH:15][cH:16]2)[cH:5][c:6]([CH2:7][NH:27][CH:20]([CH3:19])[c:21]2[cH:22][cH:23][cH:24][cH:25][cH:26]2)[cH:9][cH:10]1. Reactants: C(#N)[BH3-].[Na+] (sodium cyanoborohydride), C=O (formalin), C1(CC1)CN1N=C2C(=CC(=CC2=C1)C)C(C)OCC1(CCN(CC1)C(=O)OC(C)(C)C)C1=CC=C(C=C1)F ((±)-tert-Butyl 4-((1-(2-(cyclopropylmethyl)-5-methyl-2H-indazol-7-yl)ethoxy)methyl)-4-(4-fluorophenyl)piperidine-1-carboxylate). Reagents/catalysts: C(C)(=O)O (acetic acid). Solvent: FC(C(=O)O)(F)F (trifluoroacetic acid). Reaction conditions: time 1 hour. The product is C1(CC1)CN1N=C2C(=CC(=CC2=C1)C)C(C)OCC1(CCN(CC1)C)C1=CC=C(C=C1)F ((±)-2-(Cyclopropylmethyl)-7-(1-((4-(4-fluorophenyl)-1-methylpiperidin-4-yl)methoxy)ethyl)-5-methyl-2H-indazole). Reaction SMILES: [CH:1]1([CH2:4][N:5]2[CH:13]=[C:12]3[C:7]([C:8]([CH:15]([O:17][CH2:18][C:19]4([C:32]5[CH:37]=[CH:36][C:35]([F:38])=[CH:34][CH:33]=5)[CH2:24][CH2:23][N:22]([C:25](OC(C)(C)C)=O)[CH2:21][CH2:20]4)[CH3:16])=[CH:9][C:10]([CH3:14])=[CH:11]3)=[N:6]2)[CH2:3][CH2:2]1.C([BH3-])#N.[Na+].C=O>FC(F)(F)C(O)=O.C(O)(=O)C>[CH:1]1([CH2:4][N:5]2[CH:13]=[C:12]3[C:7]([C:8]([CH:15]([O:17][CH2:18][C:19]4([C:32]5[CH:33]=[CH:34][C:35]([F:38])=[CH:36][CH:37]=5)[CH2:24][CH2:23][N:22]([CH3:25])[CH2:21][CH2:20]4)[CH3:16])=[CH:9][C:10]([CH3:14])=[CH:11]3)=[N:6]2)[CH2:3][CH2:2]1 |f:1.2|. Procedure details: (±)-tert-Butyl 4-((1-(2-(cyclopropylmethyl)-5-methyl-2H-indazol-7-yl)ethoxy)methyl)-4-(4-fluorophenyl)piperidine-1-carboxylate (15 mg, 0.03 mmol) was dissolved in trifluoroacetic acid (50% in dichloromethane, 1 mL) and stirred at room temperature for 1 h. The reaction was concentrated, loaded onto a strong cation exchange cartridge in methanol, and flushed with several volumes of methanol which were discarded. The crude secondary amine was eluted in 2 M ammonia in methanol and concentrated. The ... Reactants: S (hydrogen sulfide), S (Hydrogen sulfide), N(CCO)CCO (diethanolamine), CC1=CC(=NN1CC(=O)N1CCC(CC1)C#N)C(F)(F)F (1-[2-[5-methyl-3-(trifluoromethyl)-1H-pyrazol-1-yl]acetyl]-4-piperidinecarbonitrile), product, S (hydrogen sulfide). The solvent is CN(C=O)C (N,N-dimethylformamide). Run at temperature 50 celsius, time 30 minute. The product is CC1=CC(=NN1CC(=O)N1CCC(CC1)C(N)=S)C(F)(F)F (1-[2-[5-methyl-3-(trifluoromethyl)-1H-pyrazol-1-yl]acetyl]-4-piperidinecarbothioamide). Reaction SMILES: [SH2:1].[CH3:2][C:3]1[N:7]([CH2:8][C:9]([N:11]2[CH2:16][CH2:15][CH:14]([C:17]#[N:18])[CH2:13][CH2:12]2)=[O:10])[N:6]=[C:5]([C:19]([F:22])([F:21])[F:20])[CH:4]=1.N(CCO)CCO>CN(C)C=O>[CH3:2][C:3]1[N:7]([CH2:8][C:9]([N:11]2[CH2:16][CH2:15][CH:14]([C:17](=[S:1])[NH2:18])[CH2:13][CH2:12]2)=[O:10])[N:6]=[C:5]([C:19]([F:22])([F:20])[F:21])[CH:4]=1. Procedure: Hydrogen sulfide gas was passed into a solution of 1-[2-[5-methyl-3-(trifluoromethyl)-1H-pyrazol-1-yl]acetyl]-4-piperidinecarbonitrile (i.e. the product of Example 8, Step B) (9.0 g, 30 mmol) and diethanolamine (3.15 g, 30 mmol) in N,N-dimethylformamide (15 mL) at 50° C. in a flask equipped with dry-ice condenser. The hydrogen sulfide feed was stopped when the reaction mixture became saturated with hydrogen sulfide, as indicated by condensation on the cold-finger. The reaction mixture was stirre... The reactants are C(C)Br.C1(=CC=CC=C1)P(C1=CC=CC=C1)C1=CC=CC=C1 (triphenylphosphine ethyl bromide), CC(C)([O-])C.[K+] (potassium tert-butoxide), COC1=C(C=O)C(=CC(=C1)O)OC (2,6-dimethoxy-4-hydroxybenzaldehyde). Solvent: O1CCCC1 (tetrahydrofuran). Conditions: time 20 minute. Yields the product COC=1C=C(C=C(C1CCC)OC)O (3,5-dimethoxy-4-propylphenol). The yield is 55.7%. RXN SMILES: [CH2:1](Br)[CH3:2].C1(P(C2C=CC=CC=2)C2C=CC=CC=2)C=CC=CC=1.CC(C)([O-])C.[K+].[CH3:29][O:30][C:31]1[CH:38]=[C:37]([OH:39])[CH:36]=[C:35]([O:40][CH3:41])[C:32]=1[CH:33]=O>O1CCCC1>[CH3:41][O:40][C:35]1[CH:36]=[C:37]([OH:39])[CH:38]=[C:31]([O:30][CH3:29])[C:32]=1[CH2:33][CH2:1][CH3:2] |f:0.1,2.3|. Procedure details: Anhydrous tetrahydrofuran (36 ml) was added to triphenylphosphine ethyl bromide (12.3 g) prior to stirring at room temperature for 20 minutes. To the resulting mixture was added potassium tert-butoxide (4.5 g), for stirring at room temperature for 30 minutes. Then, 2,6-dimethoxy-4-hydroxybenzaldehyde (3.0 g) was added to the resulting mixture for stirring at room temperature for 2 hours. After the termination of the reaction, the resulting solution was partitioned with ethyl acetate and dilute h... Reactants: CCN(CC(O)C(Cc1cc(F)cc(F)c1)NC(=O)OCc1ccccc1)NC(=O)OC(C)(C)C, CO, [H][H]. The product is CCN(CC(O)C(N)Cc1cc(F)cc(F)c1)NC(=O)OC(C)(C)C. RXN SMILES: [CH2:1]([O:2][C:3](=[O:4])[NH:11][CH:12]([CH:13]([CH2:14][N:15]([NH:16][C:17](=[O:18])[O:19][C:20]([CH3:21])([CH3:22])[CH3:23])[CH2:24][CH3:25])[OH:26])[CH2:27][c:28]1[cH:29][c:30]([F:35])[cH:31][c:32]([F:34])[cH:33]1)[c:5]1[cH:6][cH:7][cH:8][cH:9][cH:10]1.[CH3:38][OH:39].[H:36][H:37]>>[NH2:11][CH:12]([CH:13]([CH2:14][N:15]([NH:16][C:17](=[O:18])[O:19][C:20]([CH3:21])([CH3:22])[CH3:23])[CH2:24][CH3:25])[OH:26])[CH2:27][c:28]1[cH:29][c:30]([F:35])[cH:31][c:32]([F:34])[cH:33]1. Reactants: O=CC[C@@H](C1=CC(=CC=C1)C(F)(F)F)NC(=O)C=1C=NN(C1C)C1=CC=C(C=C1)Cl (1-(4-chloro-phenyl)-5-methyl-1H-pyrazole-4-carboxylic acid [(S)-3-oxo-1-(3-trifluoromethyl-phenyl)-propyl]-amide), [BH4-].[Na+] (sodium borohydride). Solvent: CO (methanol). Conditions: time 16 hour. Product: OCC[C@@H](C1=CC(=CC=C1)C(F)(F)F)NC(=O)C=1C=NN(C1C)C1=CC=C(C=C1)Cl (1-(4-chloro-phenyl)-5-methyl-1H-pyrazole-4-carboxylic acid [(S)-3-hydroxy-1-(3-trifluoromethyl-phenyl)-propyl]-amide). Yield: 45.7%. As a reaction SMILES: [O:1]=[CH:2][CH2:3][C@H:4]([NH:15][C:16]([C:18]1[CH:19]=[N:20][N:21]([C:24]2[CH:29]=[CH:28][C:27]([Cl:30])=[CH:26][CH:25]=2)[C:22]=1[CH3:23])=[O:17])[C:5]1[CH:10]=[CH:9][CH:8]=[C:7]([C:11]([F:14])([F:13])[F:12])[CH:6]=1.[BH4-].[Na+]>CO>[OH:1][CH2:2][CH2:3][C@H:4]([NH:15][C:16]([C:18]1[CH:19]=[N:20][N:21]([C:24]2[CH:29]=[CH:28][C:27]([Cl:30])=[CH:26][CH:25]=2)[C:22]=1[CH3:23])=[O:17])[C:5]1[CH:10]=[CH:9][CH:8]=[C:7]([C:11]([F:14])([F:13])[F:12])[CH:6]=1 |f:1.2|. Procedure: To a solution of 1-(4-chloro-phenyl)-5-methyl-1H-pyrazole-4-carboxylic acid [(S)-3-oxo-1-(3-trifluoromethyl-phenyl)-propyl]-amide (80 mg, 0.18 mmol) in methanol (3 mL) is added sodium borohydride (50 mg, 1.3 mmol). After 16 hours, the crude reaction mixture is purified directly by flash chromatography on silica gel (eluted with 4 to 10% MeOH/CH2Cl2) to afford 1-(4-chloro-phenyl)-5-methyl-1H-pyrazole-4-carboxylic acid [(S)-3-hydroxy-1-(3-trifluoromethyl-phenyl)-propyl]-amide as a white solid (36 ... Reported procedure: 4-(3-{[7-Propyl-3-(trifluoromethyl)-1,2-benzisoxazol-6-yl]oxy}propyl)morpholine-3,5-dione was prepared as for Example 10 from morpholine-3,5-dione and the bromide from Example 7. After aqueous work-up and silica gel chromatography, the title compound was obtained. Reaction SMILES: [NH:1]1[C:6](=[O:7])[CH2:5][O:4][CH2:3][C:2]1=[O:8].[CH2:9]([C:12]1[C:20]2[O:19][N:18]=[C:17]([C:21]([F:24])([F:23])[F:22])[C:16]=2[CH:15]=[CH:14][C:13]=1[O:25][CH2:26][CH2:27][CH2:28]Br)[CH2:10][CH3:11]>>[CH2:9]([C:12]1[C:20]2[O:19][N:18]=[C:17]([C:21]([F:22])([F:24])[F:23])[C:16]=2[CH:15]=[CH:14][C:13]=1[O:25][CH2:26][CH2:27][CH2:28][N:1]1[C:6](=[O:7])[CH2:5][O:4][CH2:3][C:2]1=[O:8])[CH2:10][CH3:11]. The product is C(CC)C1=C(C=CC=2C(=NOC21)C(F)(F)F)OCCCN2C(COCC2=O)=O (4-(3-{[7-propyl-3-(trifluoromethyl)-1,2-benzisoxazol-6-yl]oxy}propyl)morpholine-3,5-dione). Reactants: N1C(COCC1=O)=O (morpholine-3,5-dione), C(CC)C1=C(C=CC=2C(=NOC21)C(F)(F)F)OCCCBr (7-propyl-3-(trifluoromethyl)-6-(3-bromopropyloxy)-1,2-benzisoxazole).